describe an organic reaction: reactants, conditions, products, and yield From a dataset of the Open Reaction Database (ORD), a public repository of structured organic reaction records. Reactants: ClC1=C2N=CN(C2=NC=N1)[C@@H]1O[C@@H]([C@H]([C@H]1O)O)COCC(F)(F)F ((2R,3R,4S,5R)-2-(6-Chloro-purin-9-yl)-5-(2,2,2-trifluoroethoxymethyl)-tetrahydro-furan-3,4-diol), FC1=CC=C(N)C=C1 (4-fluoroaniline), C(C)(C)N(CC)C(C)C (diisopropylethylamine). The solvent is C(C)(C)O (isopropanol). Run at temperature 22 celsius. Product: FC1=CC=C(C=C1)NC=1C=2N=CN([C@H]3[C@H](O)[C@H](O)[C@@H](COCC(F)(F)F)O3)C2N=CN1 (N-(4-Fluoro-phenyl)-5′-O-(2,2,2-trifluoro-ethyl)-adenosine). Yield: 46.6%. As a reaction SMILES: Cl[C:2]1[N:10]=[CH:9][N:8]=[C:7]2[C:3]=1[N:4]=[CH:5][N:6]2[C@H:11]1[C@H:15]([OH:16])[C@H:14]([OH:17])[C@@H:13]([CH2:18][O:19][CH2:20][C:21]([F:24])([F:23])[F:22])[O:12]1.[F:25][C:26]1[CH:32]=[CH:31][C:29]([NH2:30])=[CH:28][CH:27]=1.C(N(C(C)C)CC)(C)C>C(O)(C)C>[F:25][C:26]1[CH:32]=[CH:31][C:29]([NH:30][C:2]2[C:3]3[N:4]=[CH:5][N:6]([C:7]=3[N:8]=[CH:9][N:10]=2)[C@@H:11]2[O:12][C@H:13]([CH2:18][O:19][CH2:20][C:21]([F:24])([F:23])[F:22])[C@@H:14]([OH:17])[C@H:15]2[OH:16])=[CH:28][CH:27]=1. Procedure: (2R,3R,4S,5R)-2-(6-Chloro-purin-9-yl)-5-(2,2,2-trifluoroethoxymethyl)-tetrahydro-furan-3,4-diol (125 mg) in isopropanol (5 ml) under nitrogen was treated with 4-fluoroaniline (0.08 ml, 90 mg) and diisopropylethylamine (0.28 ml, 210 mg), and the mixture was heated under reflux for 24 h. After cooling to 22° C. the mixture was filtered, the filter cake washed with isopropanol (2 ml) and ether (15 ml) and the solid dried in vacuo to give the title compound as a white solid (70 mg), m.p. 214-5°. The reactants are O1C=CC=2C1=NC(=C(C2)C(=O)O)C(=O)O (Furo[2,3-b]pyridine-5,6-dicarboxylic acid). Run in C(C)(=O)OC(C)=O (acetic anhydride). The product is O1C=CC=2C1=NC1=C(C2)C(=O)OC1=O (furo[2,3-b]pyridine-5,6-dicarboxylic acid anhydride). Yield: 88.4%. Reaction SMILES: [O:1]1[C:5]2=[N:6][C:7]([C:13]([OH:15])=[O:14])=[C:8]([C:10]([OH:12])=O)[CH:9]=[C:4]2[CH:3]=[CH:2]1>C(OC(=O)C)(=O)C>[O:1]1[C:5]2=[N:6][C:7]3[C:13](=[O:14])[O:15][C:10](=[O:12])[C:8]=3[CH:9]=[C:4]2[CH:3]=[CH:2]1. Reported procedure: Furo[2,3-b]pyridine-5,6-dicarboxylic acid (6.7 g, 0.032 mol) is heated at 60° C. for 30 minutes in acetic anhydride (150 mL). The reaction mixture is cooled to room temperature and concentrated in vacuo and the residue triturated with cyclohexane-ether(5:1), filtered off and dried to give 5.35 g furo[2,3-b]pyridine-5,6-dicarboxylic acid anhydride. The reactants are CC(C)=O, NS(=O)(=O)c1cnc(C(O)C2CC2)s1. RXN SMILES: [CH3:15][C:16]([CH3:17])=[O:18].[OH:1][CH:2]([CH:3]1[CH2:4][CH2:5]1)[c:6]1[s:7][c:8]([S:11](=[O:12])(=[O:13])[NH2:14])[cH:9][n:10]1>>[CH:2]1([c:6]2[s:7][c:8]([S:11](=[O:12])(=[O:13])[NH2:14])[cH:9][n:10]2)[C:3](=[O:18])[CH2:5]1. The product is NS(=O)(=O)c1cnc(C2CC2=O)s1. The reactants are CCO, COc1ccc(CCN(C)CCOc2ccc([N+](=O)[O-])cc2Cl)cc1OC, [Na+], [Na+], O, O=S([O-])S(=O)[O-]. Yields the product COc1ccc(CCN(C)CCOc2ccc(N)cc2Cl)cc1OC. As a reaction SMILES: [CH3:37][CH2:38][OH:39].[Cl:1][c:2]1[c:3]([O:4][CH2:5][CH2:6][N:7]([CH3:8])[CH2:9][CH2:10][c:11]2[cH:12][c:13]([O:19][CH3:20])[c:14]([O:17][CH3:18])[cH:15][cH:16]2)[cH:21][cH:22][c:23]([N+:25]([O-:26])=[O:27])[cH:24]1.[Na+:34].[Na+:35].[OH2:36].[S:28]([S:29]([O-:30])=[O:31])([O-:32])=[O:33]>>[Cl:1][c:2]1[c:3]([O:4][CH2:5][CH2:6][N:7]([CH3:8])[CH2:9][CH2:10][c:11]2[cH:12][c:13]([O:19][CH3:20])[c:14]([O:17][CH3:18])[cH:15][cH:16]2)[cH:21][cH:22][c:23]([NH2:25])[cH:24]1. The reactants are [OH-].[Na+] (sodium hydroxide), CCO (EtOH), ClC=1C(=NC=C(C1)C(NC=1SC(=C(N1)C=1SC=C(C1)Cl)CN(C)CCOC)=O)N1CCC(CC1)C(=O)OCC (ethyl 1-{3-chloro-5-[(4-(4-chlorothiophen-2-yl)-5-{[(2-methoxyethyl)(methyl)amino]methyl}thiazol-2-yl)carbamoyl]-2-pyridyl}piperidine-4-carboxylate), Cl (hydrochloric acid). The solvent is O (water). Run at temperature 60 celsius, time 2 hour. Yields the product Cl.ClC=1C(=NC=C(C1)C(NC=1SC(=C(N1)C=1SC=C(C1)Cl)CN(C)CCOC)=O)N1CCC(CC1)C(=O)O (1-{3-chloro-5-[(4-(4-chlorothiophen-2-yl)-5-{[(2-methoxyethyl)(methyl)amino]methyl}thiazol-2-yl)carbamoyl]-2-pyridyl}piperidine-4-carboxylic acid hydrochloride). Yield: 189.5%. RXN SMILES: [OH-].[Na+].CCO.[Cl:6][C:7]1[C:8]([N:34]2[CH2:39][CH2:38][CH:37]([C:40]([O:42]CC)=[O:41])[CH2:36][CH2:35]2)=[N:9][CH:10]=[C:11]([C:13](=[O:33])[NH:14][C:15]2[S:16][C:17]([CH2:26][N:27]([CH2:29][CH2:30][O:31][CH3:32])[CH3:28])=[C:18]([C:20]3[S:21][CH:22]=[C:23]([Cl:25])[CH:24]=3)[N:19]=2)[CH:12]=1.Cl>O>[ClH:6].[Cl:6][C:7]1[C:8]([N:34]2[CH2:39][CH2:38][CH:37]([C:40]([OH:42])=[O:41])[CH2:36][CH2:35]2)=[N:9][CH:10]=[C:11]([C:13](=[O:33])[NH:14][C:15]2[S:16][C:17]([CH2:26][N:27]([CH2:29][CH2:30][O:31][CH3:32])[CH3:28])=[C:18]([C:20]3[S:21][CH:22]=[C:23]([Cl:25])[CH:24]=3)[N:19]=2)[CH:12]=1 |f:0.1,6.7|. Procedure details: 0.4 ml of a 1M sodium hydroxide aqueous solution was added to a 1.5 ml EtOH suspension of 76 mg of ethyl 1-{3-chloro-5-[(4-(4-chlorothiophen-2-yl)-5-{[(2-methoxyethyl)(methyl)amino]methyl}thiazol-2-yl)carbamoyl]-2-pyridyl}piperidine-4-carboxylate, and the mixture was stirred at 60° C. for 2 hours. 0.6 ml of 1M hydrochloric acid and 0.5 ml of water were added at room temperature, and the resulting precipitate was collected by filtration, washed with 50% ethanol water, and dried under reduced pres...